describe an organic reaction: reactants, conditions, products, and yield From a dataset of the Open Reaction Database (ORD), a public repository of structured organic reaction records. Reactants: Br (hydrobromic acid), FC1=C(C=CC(=C1OC)C=O)C1=C(C=C(C=C1)F)F (2,2′,4′-trifluoro-3-methoxybiphenyl-4-carbaldehyde). The solvent is C(C)(=O)O (acetic acid). Run at temperature 120 celsius, time 16 hour. The product is FC1=C(C=CC(=C1O)C=O)C1=C(C=C(C=C1)F)F (2,2′,4′-Trifluoro-3-hydroxybiphenyl-4-carbaldehyde). The yield is 94.5%. As a reaction SMILES: Br.[F:2][C:3]1[C:8]([O:9]C)=[C:7]([CH:11]=[O:12])[CH:6]=[CH:5][C:4]=1[C:13]1[CH:18]=[CH:17][C:16]([F:19])=[CH:15][C:14]=1[F:20]>C(O)(=O)C>[F:2][C:3]1[C:8]([OH:9])=[C:7]([CH:11]=[O:12])[CH:6]=[CH:5][C:4]=1[C:13]1[CH:18]=[CH:17][C:16]([F:19])=[CH:15][C:14]=1[F:20]. Procedure: 48% hydrobromic acid (22.0 mL) was added at room temperature to an acetic acid (120 mL) solution of 2,2′,4′-trifluoro-3-methoxybiphenyl-4-carbaldehyde (5.14 g), and the mixture was stirred at 120° C. for 16 hours in a nitrogen atmosphere. The reaction mixture was cooled to room temperature, and then, the solvent was distilled off under reduced pressure. The obtained residue was neutralized with a 1 M aqueous sodium hydroxide solution, followed by extraction with ethyl acetate. The obtained organ... Starting materials: OC=1C=C(OCCN2C(C3=CC=CC=C3C2=O)=O)C=CC1 (2-[2-(3-hydroxy-phenoxy)-ethyl]-isoindole-1,3-dione), C1C(C2=CC=CC=C2)O1 (styrene oxide). Yields the product OC(COC=1C=C(OCCN2C(C3=CC=CC=C3C2=O)=O)C=CC1)C1=CC=CC=C1 (2-(2-(3-(2-hydroxy-2-phenylethoxy)phenoxy)ethyl)isoindoline-1,3-dione). Reaction SMILES: [OH:1][C:2]1[CH:3]=[C:4]([CH:19]=[CH:20][CH:21]=1)[O:5][CH2:6][CH2:7][N:8]1[C:16](=[O:17])[C:15]2[C:10](=[CH:11][CH:12]=[CH:13][CH:14]=2)[C:9]1=[O:18].[CH2:22]1[O:30][CH:23]1[C:24]1[CH:29]=[CH:28][CH:27]=[CH:26][CH:25]=1>>[OH:30][CH:23]([C:24]1[CH:29]=[CH:28][CH:27]=[CH:26][CH:25]=1)[CH2:22][O:1][C:2]1[CH:3]=[C:4]([CH:19]=[CH:20][CH:21]=1)[O:5][CH2:6][CH2:7][N:8]1[C:9](=[O:18])[C:10]2[C:15](=[CH:14][CH:13]=[CH:12][CH:11]=2)[C:16]1=[O:17]. Reported procedure: Alkylation reaction of phenol 24 with styrene oxide gave 2-(2-(3-(2-hydroxy-2-phenylethoxy)phenoxy)ethyl)isoindoline-1,3-dione as yellow oil. Yield (0.85 g, 50%): 1H NMR (400 MHz, CDCl3) δ 7.99 (d, J=7.2 Hz, 1H), 7.41-7.53 (m, 3H), 7.28-7.38 (m, 5H), 7.12-7.16 (m, 1H), 6.60-6.65 (m, 1H), 6.52 (s, 1H), 6.48 (dd, J=8.0, 2.0 Hz, 1H), 4.79-4.82 (m, 1H), 4.19 (t, J=5.4 Hz, 2H), 3.72-3.84 (m, 4H). Reactants: [Li]CCCC, CN1CCCN(C)C1=O, CC(C)NC(C)C, O=C(O)Cc1ccc(SC(F)(F)F)cc1, ICC1CCCC1, C1CCOC1. Product: O=C(O)C(CC1CCCC1)c1ccc(SC(F)(F)F)cc1. RXN SMILES: [CH2:8]([Li:9])[CH2:10][CH2:11][CH3:12].[CH3:40][N:41]1[CH2:42][CH2:43][CH2:44][N:45]([CH3:46])[C:47]1=[O:48].[CH:1]([NH:2][CH:3]([CH3:4])[CH3:5])([CH3:6])[CH3:7].[F:13][C:14]([S:15][c:16]1[cH:17][cH:18][c:19]([CH2:22][C:23](=[O:24])[OH:25])[cH:20][cH:21]1)([F:26])[F:27].[I:28][CH2:29][CH:30]1[CH2:31][CH2:32][CH2:33][CH2:34]1.[O:35]1[CH2:36][CH2:37][CH2:38][CH2:39]1>>[F:13][C:14]([S:15][c:16]1[cH:17][cH:18][c:19]([CH:22]([C:23](=[O:24])[OH:25])[CH2:29][CH:30]2[CH2:31][CH2:32][CH2:33][CH2:34]2)[cH:20][cH:21]1)([F:26])[F:27]. The reactants are CC1=CC2=C(CN(CC2O)C)O1 (2,6-dimethyl-4,5,6,7-tetrahydrofuro[2,3-c]pyridin-4-ol), FC1=CC=C(C=C1)C(F)(F)F (4-fluorobenzotrifluoride). The product is CC1=CC2=C(CN(CC2OC2=CC=C(C=C2)C(F)(F)F)C)O1 (2,6-Dimethyl-4-[4-(trifluoromethyl)phenyloxy]-4,5,6,7-tetrahydrofuro[2,3-c]pyridine). Reaction SMILES: [CH3:1][C:2]1[O:12][C:5]2[CH2:6][N:7]([CH3:11])[CH2:8][CH:9]([OH:10])[C:4]=2[CH:3]=1.F[C:14]1[CH:19]=[CH:18][C:17]([C:20]([F:23])([F:22])[F:21])=[CH:16][CH:15]=1>>[CH3:1][C:2]1[O:12][C:5]2[CH2:6][N:7]([CH3:11])[CH2:8][CH:9]([O:10][C:14]3[CH:19]=[CH:18][C:17]([C:20]([F:23])([F:22])[F:21])=[CH:16][CH:15]=3)[C:4]=2[CH:3]=1. Procedure details: The same method as in Example 1 was conducted using 2,6-dimethyl-4,5,6,7-tetrahydrofuro[2,3-c]pyridin-4-ol (Reference Example 2) instead of 6-methyl-4,5,6,7-tetrahydrothieno[2,3-c]pyridin-4-ol (Reference Example 6) and was conducted using 4-fluorobenzotrifluoride instead of 1-fluoronaphthalene to give the objective compound. Reactants: CCOC(C)=O, COCCCCn1c(C(=O)N(CC(C)C)C2CC(C(=O)N3CCOCC3)CN(C(=O)OC(C)(C)C)C2)cc2c1C(=O)CCC2, CCOC(C)=O, Cl. Product: COCCCCn1c(C(=O)N(CC(C)C)C2CNCC(C(=O)N3CCOCC3)C2)cc2c1C(=O)CCC2, Cl. As a reaction SMILES: [C:45]([O:46][CH2:47][CH3:48])(=[O:49])[CH3:50].[CH3:1][O:2][CH2:3][CH2:4][CH2:5][CH2:6][n:7]1[c:8]([C:17](=[O:18])[N:19]([CH:20]2[CH2:21][N:22]([C:34]([O:35][C:36]([CH3:37])([CH3:38])[CH3:39])=[O:40])[CH2:23][CH:24]([C:26](=[O:27])[N:28]3[CH2:29][CH2:30][O:31][CH2:32][CH2:33]3)[CH2:25]2)[CH2:41][CH:42]([CH3:43])[CH3:44])[cH:9][c:10]2[c:15]1[C:14](=[O:16])[CH2:13][CH2:12][CH2:11]2.[CH3:52][CH2:53][O:54][C:55](=[O:56])[CH3:57].[ClH:51]>>[CH3:1][O:2][CH2:3][CH2:4][CH2:5][CH2:6][n:7]1[c:8]([C:17](=[O:18])[N:19]([CH:20]2[CH2:21][NH:22][CH2:23][CH:24]([C:26](=[O:27])[N:28]3[CH2:29][CH2:30][O:31][CH2:32][CH2:33]3)[CH2:25]2)[CH2:41][CH:42]([CH3:43])[CH3:44])[cH:9][c:10]2[c:15]1[C:14](=[O:16])[CH2:13][CH2:12][CH2:11]2.[ClH:51]. The reactants are C(C)(=O)OC1=C(C(=CC=C1)O)Br (2-bromo-3-hydroxyphenyl acetate), C(C)(=O)OC1=C(C(=CC=C1)O)Br (2-bromo-3-hydroxyphenyl acetate), C(C)#N (acetonitrile), BrCC(=C)C (3-bromo-2-methyl-1-propene). Reaction conditions: time 8 hour. The product is C(C)(=O)OC1=C(C(=CC=C1)OCC(=C)C)Br (2-bromo-3-[(2-methyl-2-propen-1-yl)oxy]phenyl acetate). The yield is 62.2%. Reaction SMILES: [C:1]([O:4][C:5]1[CH:10]=[CH:9][CH:8]=[C:7]([OH:11])[C:6]=1[Br:12])(=[O:3])[CH3:2].C(#N)C.Br[CH2:17][C:18]([CH3:20])=[CH2:19]>>[C:1]([O:4][C:5]1[CH:10]=[CH:9][CH:8]=[C:7]([O:11][CH2:19][C:18]([CH3:20])=[CH2:17])[C:6]=1[Br:12])(=[O:3])[CH3:2]. Procedure: To a solution of 2-bromo-3-hydroxyphenyl acetate (Intermediate 51, 3028 mg) in acetonitrile (60 ml) potassium carbonate (3623 mg, 26.2 mmol) and 3-bromo-2-methyl-1-propene (2123 mg, 15.73 mmol) were added. The reaction mixture was stirred at room temperature overnight. The mixture was washed with water (3 times 60 ml). The organic phase was separated, dried over sodium sulphate, filtered and evaporated. The residue was purified by flash chromatography on silica gel using a 100 g-SNAP column and ... Reactants: ClC1=NC=CC=C1C(=O)OCC (ethyl 2-chloro-3-pyridinecarboxylate), [Cl-].[NH4+] (ammonium chloride), [OH-].[NH4+] (ammonium hydroxide). Reagents/catalysts: [Br-].C(CCC)[N+](CCCC)(CCCC)CCCC (tetrabutylammonium bromide). Run at time 18 hour. Product: ClC1=NC=CC=C1C(=O)N (2-Chloro-3-pyridinecarboxamide). Isolated yield 49.8%. RXN SMILES: [Cl:1][C:2]1[C:7]([C:8]([O:10]CC)=O)=[CH:6][CH:5]=[CH:4][N:3]=1.[Cl-].[NH4+:14].[OH-].[NH4+]>[Br-].C([N+](CCCC)(CCCC)CCCC)CCC>[Cl:1][C:2]1[C:7]([C:8]([NH2:14])=[O:10])=[CH:6][CH:5]=[CH:4][N:3]=1 |f:1.2,3.4,5.6|. Procedure: To a mixture of ethyl 2-chloro-3-pyridinecarboxylate (1.85 g, 10 mmol), ammonium chloride (0.53 g, 10 mmol) and 15 mL of ammonium hydroxide (150 mmol) was added tetrabutylammonium bromide (0.32 g, 1 mmol). The mixture was stirred at ambient temperature for 18 hours, concentrated, washed with water and methanol, and dried to give 0.78 g (50%) of the title compound (m.p. 164°-166° C., uncorrected). Reactants: 7a, [C@@H]1(C[C@H](O)[C@@H](CO)O1)N1C=NC=2C(N)=NC=NC12 (2′-deoxyadenosine), C(C1=CC=CC=C1)(=O)NC=1C=2N=CN([C@H]3C[C@H](OCSC)[C@@H](CO[Si](C)(C)C(C)(C)C)O3)C2N=CN1 (N6-benzoyl-3′-O-(methylthiomethyl)-5′-O-(tert-butyldimethylsilyl)-2′-deoxyadenosine), [N-]=[N+]=[N-].[Na+] (NaN3), [NH4+].[F-] (NH4F), [C@@H]1(C[C@H](O)[C@@H](CO)O1)N1C=NC=2C(N)=NC=NC12 (2′-deoxyadenosine), C1=CCCCC1 (cyclohexene), SO2Cl2, 3-CH2Cl. Solvent: C(Cl)Cl (CH2Cl2). Run at time 10 minute. Product: C(C1=CC=CC=C1)(=O)NC=1C=2N=CN([C@H]3C[C@H](OCN=[N+]=[N-])[C@@H](CO)O3)C2N=CN1 (N6-benzoyl-3′-O-(azidomethyl)-2′-deoxyadenosine). Isolated yield 48.1%. Reaction SMILES: [C:1]([NH:9][C:10]1[C:11]2[N:12]=[CH:13][N:14]([C:33]=2[N:34]=[CH:35][N:36]=1)[C@@H:15]1[O:32][C@H:22]([CH2:23][O:24][Si](C(C)(C)C)(C)C)[C@@H:17]([O:18][CH2:19]SC)[CH2:16]1)(=[O:8])[C:2]1[CH:7]=[CH:6][CH:5]=[CH:4][CH:3]=1.C1CCCCC=1.[C@@H]1(N2C3N=CN=C(N)C=3N=C2)O[C@H](CO)[C@@H](O)C1.[N-:61]=[N+:62]=[N-:63].[Na+].[NH4+].[F-]>C(Cl)Cl>[C:1]([NH:9][C:10]1[C:11]2[N:12]=[CH:13][N:14]([C:33]=2[N:34]=[CH:35][N:36]=1)[C@@H:15]1[O:32][C@H:22]([CH2:23][OH:24])[C@@H:17]([O:18][CH2:19][N:61]=[N+:62]=[N-:63])[CH2:16]1)(=[O:8])[C:2]1[CH:7]=[CH:6][CH:5]=[CH:4][CH:3]=1 |f:3.4,5.6|. Procedure: To 0.4 g N6-benzoyl-3′-O-(methylthiomethyl)-5′-O-(tert-butyldimethylsilyl)-2′-deoxyadenosine (0.76 mmol) dissolved in 7 mL dry CH2Cl2 was treated with 0.4 mL cyclohexene and 155 μL SO2Cl2 (1.91 mmol) at 0° C. for 2 h. During this time the starting material completely converted to 7a which was shown by disappearance of the starting material and appearance of 3′-OH analog (5a) in TLC (EtOAC:Hex/7:3, Rf˜0.3; the 3-CH2Cl (7a) could not detected in TLC due to decomposition in TLC plate to 5a). Then s... Reactants: O=C(Cl)CCc1ccccc1, Nc1ccc(Br)cc1C(=O)O. The product is O=C(CCc1ccccc1)Nc1ccc(Br)cc1C(=O)O. As a reaction SMILES: [C:12]([CH2:13][CH2:14][c:15]1[cH:16][cH:17][cH:18][cH:19][cH:20]1)(=[O:21])[Cl:22].[NH2:1][c:2]1[c:3]([C:4](=[O:5])[OH:6])[cH:7][c:8]([Br:11])[cH:9][cH:10]1>>[NH:1]([c:2]1[c:3]([C:4](=[O:5])[OH:6])[cH:7][c:8]([Br:11])[cH:9][cH:10]1)[C:12]([CH2:13][CH2:14][c:15]1[cH:16][cH:17][cH:18][cH:19][cH:20]1)=[O:21]. The reactants are [OH-].[Li+] (lithium hydroxide), C(C)(=O)N[C@H]1[C@@H](C=C(C[C@@H]1CC=O)C(=O)OC)OC(CC)CC (methyl (3R,4R,5R)-4-(acetylamino)-3-(1-ethylpropoxy)-5-(2-oxoethyl)-1-cyclohexene-1-carboxylate). Solvent: C1CCOC1 (THF). Reaction conditions: time 12 hour. Yields the product C(C)(=O)N[C@H]1[C@@H](C=C(C[C@@H]1CC=O)C(=O)O)OC(CC)CC ((3R,4R,5R)-4-(acetylamino)-3-(1-ethylpropoxy)-5-(2-oxoethyl)-1-cyclohexene-1-carboxylic acid). Yield: 80.3%. RXN SMILES: [OH-].[Li+].[C:3]([NH:6][C@@H:7]1[C@@H:12]([CH2:13][CH:14]=[O:15])[CH2:11][C:10]([C:16]([O:18]C)=[O:17])=[CH:9][C@H:8]1[O:20][CH:21]([CH2:24][CH3:25])[CH2:22][CH3:23])(=[O:5])[CH3:4]>C1COCC1>[C:3]([NH:6][C@@H:7]1[C@@H:12]([CH2:13][CH:14]=[O:15])[CH2:11][C:10]([C:16]([OH:18])=[O:17])=[CH:9][C@H:8]1[O:20][CH:21]([CH2:22][CH3:23])[CH2:24][CH3:25])(=[O:5])[CH3:4] |f:0.1|. Procedure: Aqueous lithium hydroxide solution (0.1N, 15 mL) was added to a room temperature solution of Example 7A (30 mg, 0.092 mmol) in THF (3 mL). The solution was stirred for 12 hours, acidified to pH 5-6 with DOWEX® 50WX2-200 ion-exchange resin, filtered and concentrated. The concentrate was purified by flash chromatography on silica gel using acetic acid/ethyl acetate (1/5) to afford 23 mg (100%) of the desired product as a white solid.